This data is from the Open Reaction Database (ORD), a public repository of structured organic reaction records. The task is: describe an organic reaction: reactants, conditions, products, and yield RXN SMILES: [N:1]([C:4]1([C:7]([F:10])([F:9])[F:8])[CH2:6][CH2:5]1)=[C:2]=[O:3].Cl.[CH3:12][N:13]1[CH2:18][CH2:17][N:16]([C:19]2[CH:24]=[C:23]([C:25]3[CH:34]=[C:33]4[C:28]([CH2:29][CH2:30][NH:31][CH2:32]4)=[CH:27][CH:26]=3)[N:22]=[C:21]([NH2:35])[N:20]=2)[CH2:15][CH2:14]1>>[NH2:35][C:21]1[N:22]=[C:23]([C:25]2[CH:34]=[C:33]3[C:28]([CH2:29][CH2:30][N:31]([C:2]([NH:1][C:4]4([C:7]([F:10])([F:9])[F:8])[CH2:6][CH2:5]4)=[O:3])[CH2:32]3)=[CH:27][CH:26]=2)[CH:24]=[C:19]([N:16]2[CH2:15][CH2:14][N:13]([CH3:12])[CH2:18][CH2:17]2)[N:20]=1 |f:1.2|. Reactants: N(=C=O)C1(CC1)C(F)(F)F (1-isocyanato-1-(trifluoromethyl)cyclopropane), Cl.CN1CCN(CC1)C1=NC(=NC(=C1)C1=CC=C2CCNCC2=C1)N (4-(4-methylpiperazin-1-yl)-6-(1,2,3,4-tetrahydroisoquinolin-7-yl)pyrimidin-2-amine HCl salt). Yields the product NC1=NC(=CC(=N1)C1=CC=C2CCN(CC2=C1)C(=O)NC1(CC1)C(F)(F)F)N1CCN(CC1)C (7-[2-amino-6-(4-methylpiperazin-1-yl)pyrimidin-4-yl]-N-[1-(trifluoromethyl)cyclopropyl]-3,4-dihydroisoquinoline-2(1H)-carboxamide). Reported procedure: This compound was prepared by using procedures analogous to those described for the synthesis of Example 5 starting from 1-isocyanato-1-(trifluoromethyl)cyclopropane, and 4-(4-methylpiperazin-1-yl)-6-(1,2,3,4-tetrahydroisoquinolin-7-yl)pyrimidin-2-amine HCl salt. Analytic LCMS (M+H)+: m/z=476.2. Starting materials: CC(C)(C)n1nc(Cc2ccc(Cl)cc2)cc1Nc1ccc(S(=O)(=O)Nc2nccs2)cc1, O=CO. Yields the product O=S(=O)(Nc1nccs1)c1ccc(Nc2cc(Cc3ccc(Cl)cc3)n[nH]2)cc1. RXN SMILES: [C:1]([CH3:2])([CH3:3])([CH3:4])[n:5]1[n:6][c:7]([CH2:26][c:27]2[cH:28][cH:29][c:30]([Cl:33])[cH:31][cH:32]2)[cH:8][c:9]1[NH:10][c:11]1[cH:12][cH:13][c:14]([S:17](=[O:18])(=[O:19])[NH:20][c:21]2[s:22][cH:23][cH:24][n:25]2)[cH:15][cH:16]1.[CH:34]([OH:35])=[O:36]>>[nH:5]1[n:6][c:7]([CH2:26][c:27]2[cH:28][cH:29][c:30]([Cl:33])[cH:31][cH:32]2)[cH:8][c:9]1[NH:10][c:11]1[cH:12][cH:13][c:14]([S:17](=[O:18])(=[O:19])[NH:20][c:21]2[s:22][cH:23][cH:24][n:25]2)[cH:15][cH:16]1.